describe an organic reaction: reactants, conditions, products, and yield From a dataset of the Open Reaction Database (ORD), a public repository of structured organic reaction records. Starting materials: [Cl-].O[NH3+] (hydroxylammonium chloride), C(O)([O-])=O.[Na+] (sodium hydrogen carbonate), CS(=O)C (dimethyl sulfoxide), C(CCC)C=1N=C(N(C(C1CC1=CC=C(C=C1)C=1C(=CC=CC1)C#N)=O)C1=CC(=CC=C1)C(C)C)C (4′-{[4-butyl-1-(3-isopropylphenyl)-2-methyl-6-oxo-1,6-dihydropyrimidin-5-yl]methyl}biphenyl-2-carbonitrile). The solvent is O (water), C(C)(=O)OCC (ethyl acetate). Reaction conditions: temperature 40 celsius, time 30 minute. Yields the product C(CCC)C1=C(C(N(C(=N1)C)C1=CC(=CC=C1)C(C)C)=O)CC1=CC=C(C=C1)C1=C(C=CC=C1)C1=NOC(N1)=O (6-butyl-3-(3-isopropylphenyl)-2-methyl-5-{[2′-(5-oxo-4,5-dihydro-1,2,4-oxadiazol-3-yl)biphenyl-4-yl]methyl}pyrimidin-4(3H)-one). The yield is 56.5%. As a reaction SMILES: [Cl-].O[NH3+:3].[C:4](=[O:7])([O-])[OH:5].[Na+].CS(C)=O.[CH2:13]([C:17]1[N:18]=[C:19]([CH3:48])[N:20]([C:39]2[CH:44]=[CH:43][CH:42]=[C:41]([CH:45]([CH3:47])[CH3:46])[CH:40]=2)[C:21](=[O:38])[C:22]=1[CH2:23][C:24]1[CH:29]=[CH:28][C:27]([C:30]2[C:31]([C:36]#[N:37])=[CH:32][CH:33]=[CH:34][CH:35]=2)=[CH:26][CH:25]=1)[CH2:14][CH2:15][CH3:16]>O.C(OCC)(=O)C>[CH2:13]([C:17]1[N:18]=[C:19]([CH3:48])[N:20]([C:39]2[CH:44]=[CH:43][CH:42]=[C:41]([CH:45]([CH3:47])[CH3:46])[CH:40]=2)[C:21](=[O:38])[C:22]=1[CH2:23][C:24]1[CH:29]=[CH:28][C:27]([C:30]2[CH:35]=[CH:34][CH:33]=[CH:32][C:31]=2[C:36]2[NH:3][C:4](=[O:7])[O:5][N:37]=2)=[CH:26][CH:25]=1)[CH2:14][CH2:15][CH3:16] |f:0.1,2.3|. Procedure details: A mixture of hydroxylammonium chloride (1.2 g), sodium hydrogen carbonate (1.8 g) and dimethyl sulfoxide (10 mL) was stirred at 40° C. for 30 min, 4′-{[4-butyl-1-(3-isopropylphenyl)-2-methyl-6-oxo-1,6-dihydropyrimidin-5-yl]methyl}biphenyl-2-carbonitrile (1.04 g) was added, and the mixture was stirred at 90° C. for 18 hr. The reaction mixture was allowed to cool to room temperature, ethyl acetate and water were added, and the mixture was extracted with ethyl acetate. The organic layer was washed ... Starting materials: O=C1O[C@H]([C@@H](N1)C)C(=O)O ((4S,5R)-2-oxo-4-methyloxazolidine-5-carboxylic acid), [N+](=O)(O)[O-].[N+](=O)([O-])OCCN (N-(2-nitrooxyethyl)amine nitrate), C1(=CC=CC=C1)P(=O)(C1=CC=CC=C1)N=[N+]=[N-] (diphenylphosphoryl azide). Reported procedure: Following a procedure similar to that described in Example 1, but using 312 mg of (4S,5R)-2-oxo-4-methyloxazolidine-5-carboxylic acid, 372 mg of N-(2-nitrooxyethyl)amine nitrate and 0.47 ml of diphenylphosphoryl azide, 83 mg of the title compound were obtained as a colorless oil. Yields the product [N+](=O)([O-])OCCNC(=O)[C@H]1[C@@H](NC(O1)=O)C ((4S,5R)-N-(2-Nitrooxyethyl)-4-methyl-2-oxooxazolidine-5-carboxamide). Reaction SMILES: [O:1]=[C:2]1[NH:6][C@@H:5]([CH3:7])[C@H:4]([C:8]([OH:10])=O)[O:3]1.[N+]([O-])(O)=O.[N+:15]([O:18][CH2:19][CH2:20][NH2:21])([O-:17])=[O:16].C1(P(N=[N+]=[N-])(C2C=CC=CC=2)=O)C=CC=CC=1>>[N+:15]([O:18][CH2:19][CH2:20][NH:21][C:8]([C@@H:4]1[O:3][C:2](=[O:1])[NH:6][C@H:5]1[CH3:7])=[O:10])([O-:17])=[O:16] |f:1.2|. Isolated yield 16.6%.